This data is from the Open Reaction Database (ORD), a public repository of structured organic reaction records. The task is: describe an organic reaction: reactants, conditions, products, and yield Reactants: OC(CC(=O)OC(C)(C)C)CCCCCCCCCCCCCCC (tert-butyl 3-hydroxyoctadecanoate), C(CCCCCCCCCCCCCCC)(=O)Cl (palmitoyl chloride). Solvent: N1=CC=CC=C1 (pyridine). Reaction conditions: temperature 0 celsius, time 5 hour. Product: C(CCCCCCCCCCCCCCC)(=O)OC(CC(=O)OC(C)(C)C)CCCCCCCCCCCCCCC (tert-butyl 3-hexadecanoyloxyoctadecanoate). Isolated yield 79.9%. RXN SMILES: [OH:1][CH:2]([CH2:11][CH2:12][CH2:13][CH2:14][CH2:15][CH2:16][CH2:17][CH2:18][CH2:19][CH2:20][CH2:21][CH2:22][CH2:23][CH2:24][CH3:25])[CH2:3][C:4]([O:6][C:7]([CH3:10])([CH3:9])[CH3:8])=[O:5].[C:26](Cl)(=[O:42])[CH2:27][CH2:28][CH2:29][CH2:30][CH2:31][CH2:32][CH2:33][CH2:34][CH2:35][CH2:36][CH2:37][CH2:38][CH2:39][CH2:40][CH3:41]>N1C=CC=CC=1>[C:26]([O:1][CH:2]([CH2:11][CH2:12][CH2:13][CH2:14][CH2:15][CH2:16][CH2:17][CH2:18][CH2:19][CH2:20][CH2:21][CH2:22][CH2:23][CH2:24][CH3:25])[CH2:3][C:4]([O:6][C:7]([CH3:8])([CH3:9])[CH3:10])=[O:5])(=[O:42])[CH2:27][CH2:28][CH2:29][CH2:30][CH2:31][CH2:32][CH2:33][CH2:34][CH2:35][CH2:36][CH2:37][CH2:38][CH2:39][CH2:40][CH3:41]. Procedure: To tert-butyl 3-hydroxyoctadecanoate (120 g) in pyridine (500 ml) was added palmitoyl chloride (120 g) at 0° C. The mixture was stirred at 0° C. for 5 hours and then allowed to stand over-night at room temperature. Pyridine was removed under reduced pressure and the residue was poured into water. The resulting mixture was stirred at ambient temperature for 2 hours, acidified with 1N HCl, extracted with ethyl acetate, and washed with water. Evaporation of the solvent gave a residue which was puri...